This data is from the Open Reaction Database (ORD), a public repository of structured organic reaction records. The task is: describe an organic reaction: reactants, conditions, products, and yield Starting materials: OCC1=CN=C(S1)C1=CC=C(N1)C(CC1CCOCC1)C1=CC=C(C(=O)O)C=C1 (4-[1-{5-[5-(hydroxymethyl)-1,3-thiazol-2-yl]-1H-pyrrol-2-yl}-2-(tetrahydro-2H-pyran-4-yl)ethyl]benzoic acid), Cl.C(C)N=C=NCCCN(C)C (1-ethyl-3-(3-dimethylaminopropyl)carbodiimide hydrochloride), ON1N=NC2=C1C=CC=C2 (1-hydroxybenzotriazole), N1CCC1 (azetidine). Run in CN(C=O)C (N,N-dimethylformamide), C(C)(=O)OCC (ethyl acetate). Conditions: time 30 minute. Yields the product N1(CCC1)C(=O)C1=CC=C(C=C1)C(CC1CCOCC1)C1=CC=C(N1)C=1SC(=CN1)CO ([2-(5-{1-[4-(azetidin-1-ylcarbonyl)phenyl]-2-(tetrahydro-2H-pyran-4-yl)ethyl}-1H-pyrrol-2-yl)-1,3-thiazol-5-yl]methanol). Isolated yield 27.4%. As a reaction SMILES: [OH:1][CH2:2][C:3]1[S:7][C:6]([C:8]2[NH:12][C:11]([CH:13]([C:21]3[CH:29]=[CH:28][C:24]([C:25]([OH:27])=O)=[CH:23][CH:22]=3)[CH2:14][CH:15]3[CH2:20][CH2:19][O:18][CH2:17][CH2:16]3)=[CH:10][CH:9]=2)=[N:5][CH:4]=1.Cl.C(N=C=NC[CH2:37][CH2:38][N:39]([CH3:41])C)C.ON1C2C=CC=CC=2N=N1.N1CCC1>CN(C)C=O.C(OCC)(=O)C>[N:39]1([C:25]([C:24]2[CH:28]=[CH:29][C:21]([CH:13]([C:11]3[NH:12][C:8]([C:6]4[S:7][C:3]([CH2:2][OH:1])=[CH:4][N:5]=4)=[CH:9][CH:10]=3)[CH2:14][CH:15]3[CH2:20][CH2:19][O:18][CH2:17][CH2:16]3)=[CH:22][CH:23]=2)=[O:27])[CH2:38][CH2:37][CH2:41]1 |f:1.2|. Procedure details: To a solution of 4-[1-{5-[5-(hydroxymethyl)-1,3-thiazol-2-yl]-1H-pyrrol-2-yl}-2-(tetrahydro-2H-pyran-4-yl)ethyl]benzoic acid (100 mg) in N,N-dimethylformamide (5 mL) were added 1-ethyl-3-(3-dimethylaminopropyl)carbodiimide hydrochloride (70.0 mg) and 1-hydroxybenzotriazole (50.0 mg), and the mixture was stirred for 30 min. To the reaction mixture was added azetidine (21.0 mg), and the mixture was stirred overnight at room temperature. The reaction mixture was diluted with ethyl acetate and washe...